From a dataset of the Open Reaction Database (ORD), a public repository of structured organic reaction records. describe an organic reaction: reactants, conditions, products, and yield Reactants: [OH-].[Na+] (NaOH), OC1=CC=C2C(=CN(C(C2=C1)=O)C=1C=C(C(=O)O)C=CC1C)C (3-(7-hydroxy-4-methyl-1-oxoisoquinolin-2(1H)-yl)-4-methylbenzoic acid), C([O-])([O-])=O.[K+].[K+] (potassium carbonate), BrCCCl (1-bromo-2-chloroethane). Run in CN(C)C=O (DMF). Reaction conditions: temperature 40 celsius, time 1.5 hour. Product: ClCCOC1=CC=C2C(=CN(C(C2=C1)=O)C=1C=C(C(=O)O)C=CC1C)C (3-[7-(2-chloroethoxy)-4-methyl-1-oxoisoquinolin-2(1H)-yl]-4-methylbenzoic acid). As a reaction SMILES: [OH:1][C:2]1[CH:11]=[C:10]2[C:5]([C:6]([CH3:23])=[CH:7][N:8]([C:13]3[CH:14]=[C:15]([CH:19]=[CH:20][C:21]=3[CH3:22])[C:16]([OH:18])=[O:17])[C:9]2=[O:12])=[CH:4][CH:3]=1.C(=O)([O-])[O-].[K+].[K+].Br[CH2:31][CH2:32][Cl:33].[OH-].[Na+]>CN(C=O)C>[Cl:33][CH2:32][CH2:31][O:1][C:2]1[CH:11]=[C:10]2[C:5]([C:6]([CH3:23])=[CH:7][N:8]([C:13]3[CH:14]=[C:15]([CH:19]=[CH:20][C:21]=3[CH3:22])[C:16]([OH:18])=[O:17])[C:9]2=[O:12])=[CH:4][CH:3]=1 |f:1.2.3,5.6|. Procedure details: A solution of 3-(7-hydroxy-4-methyl-1-oxoisoquinolin-2(1H)-yl)-4-methylbenzoic acid (570 mg), potassium carbonate (2.5 g) and 1-bromo-2-chloroethane (0.9 ml) in DMF (13 ml) and heated at 50° C. for 41 hours. The reaction mixture was cooled to 40° C. and 2N NaOH solution (8 ml) was added and the reaction mixture was stirred for 1.5 hours. The reaction mixture was allowed to cool and then adjusted to pH 1 using 1N HC1, the resulting solid was collected by filtration and washed with diethyl ether t... Starting materials: ClC1=C(C=CC(=C1)Cl)C(C)=O (2',4'-dichloroacetophenone), C(=O)[O-].[NH4+] (ammonium formate), N (ammonia), ClC1=C(C=CC(=C1)Cl)C(C)=O (2',4'-dichloroacetophenone), N (ammonia), C(C1=CC=CC=C1)OC=1C=C(C=CC1)C(C)=O (3'-benzyloxyacetophenone), N (ammonia). Run in C(=O)O (formic acid). Reaction conditions: time 7 hour. The product is C(=O)NC(C)C1=CC(=CC=C1)OCC1=CC=CC=C1 (N-formyl-1-(3-benzyloxyphenyl)ethylamine). As a reaction SMILES: [CH:1]([O-:3])=O.[NH4+:4].N.[CH2:6]([O:13][C:14]1[CH:15]=[C:16]([C:20](=O)[CH3:21])[CH:17]=[CH:18][CH:19]=1)[C:7]1[CH:12]=[CH:11][CH:10]=[CH:9][CH:8]=1.ClC1C=C(Cl)C=CC=1C(=O)C>C(O)=O>[CH:1]([NH:4][CH:20]([C:16]1[CH:17]=[CH:18][CH:19]=[C:14]([O:13][CH2:6][C:7]2[CH:12]=[CH:11][CH:10]=[CH:9][CH:8]=2)[CH:15]=1)[CH3:21])=[O:3] |f:0.1|. Procedure: In the same manner as in Example 5 except that 405 g of ammonium formate was placed in the reaction vessel, 569 g of 76% formic acid was placed in the pot of the ammonia absorbing tower, 3'-benzyloxyacetophenone and the pot solution of the ammonia absorbing tower were added to the vessel at 2.54 g/min. and 3-6 g/min. respectively over 3 hours in place of 2',4'-dichloroacetophenone at 0.86 g/min. and the pot solution of the ammonia absorbing tower at 0.48 g/min, and the stirring time after additi... The reactants are CCOC=C(C#N)C(=O)c1cc(F)c(F)c(F)c1F, CCO, CCCCCC, NC1CC1, ClC(Cl)Cl. RXN SMILES: [CH2:5]([O:6][CH:8]=[C:9]([C:10]#[N:11])[C:12]([c:13]1[c:14]([F:22])[c:15]([F:21])[c:16]([F:20])[c:17]([F:19])[cH:18]1)=[O:23])[CH3:7].[CH3:28][CH2:29][OH:30].[CH3:31][CH2:32][CH2:33][CH2:34][CH2:35][CH3:36].[CH:1]1([NH2:4])[CH2:2][CH2:3]1.[CH:24]([Cl:25])([Cl:26])[Cl:27]>>[CH:1]1([NH:4][CH:8]=[C:9]([C:10]#[N:11])[C:12]([c:13]2[c:14]([F:22])[c:15]([F:21])[c:16]([F:20])[c:17]([F:19])[cH:18]2)=[O:23])[CH2:2][CH2:3]1. The product is N#CC(=CNC1CC1)C(=O)c1cc(F)c(F)c(F)c1F. The reactants are NC1=NN2C(C=CC(=C2)OC=2C=C(C=C(C2)C)NC(=O)C2=CC(=NN2C)C)=N1 (N-{3-[(2-amino[1,2,4]triazolo[1,5-a]pyridin-6-yl)oxy]-5-methylphenyl}-1,3-dimethyl-1H-pyrazole-5-carboxamide), C1(CC1)C(=O)Cl (cyclopropanecarbonyl chloride). Run in CN(C(C)=O)C (N,N-dimethylacetamide). Yields the product C1(CC1)C(=O)NC1=NN2C(C=CC(=C2)OC=2C=C(C=C(C2)C)NC(=O)C2=CC(=NN2C)C)=N1 (N-[3-({2-[(cyclopropylcarbonyl)amino][1,2,4]triazolo[1,5-a]pyridin-6-yl}oxy)-5-methylphenyl]-1,3-dimethyl-1H-pyrazole-5-carboxamide). Yield: 52.6%. As a reaction SMILES: [NH2:1][C:2]1[N:28]=[C:5]2[CH:6]=[CH:7][C:8]([O:10][C:11]3[CH:12]=[C:13]([NH:18][C:19]([C:21]4[N:25]([CH3:26])[N:24]=[C:23]([CH3:27])[CH:22]=4)=[O:20])[CH:14]=[C:15]([CH3:17])[CH:16]=3)=[CH:9][N:4]2[N:3]=1.[CH:29]1([C:32](Cl)=[O:33])[CH2:31][CH2:30]1>CN(C)C(=O)C>[CH:29]1([C:32]([NH:1][C:2]2[N:28]=[C:5]3[CH:6]=[CH:7][C:8]([O:10][C:11]4[CH:12]=[C:13]([NH:18][C:19]([C:21]5[N:25]([CH3:26])[N:24]=[C:23]([CH3:27])[CH:22]=5)=[O:20])[CH:14]=[C:15]([CH3:17])[CH:16]=4)=[CH:9][N:4]3[N:3]=2)=[O:33])[CH2:31][CH2:30]1. Procedure: In the same manner as in Example 28-2 and using N-{3-[(2-amino[1,2,4]triazolo[1,5-a]pyridin-6-yl)oxy]-5-methylphenyl}-1,3-dimethyl-1H-pyrazole-5-carboxamide (303 mg, 0.803 mmol), cyclopropanecarbonyl chloride (74.0 μL, 0.815 mmol) and N,N-dimethylacetamide (10 mL) as starting materials, the title compound (188 mg, 53%) was obtained as a white solid. The reactants are compound 91, C(=C/C(=O)O)\C(=O)O.N.N (e368), Cl.ClCC1=C(N=C2N1C=C(C=C2)F)C2=CC=C(C=C2)Cl (3-(chloromethyl)-2-(4-chlorophenyl)-6-fluoroimidazo[1,2-a]pyridine hydrochloride), CC=1C(NC=CC1)=O (3-methylpyridin-2(1H)-one). Yields the product ClC1=CC=C(C=C1)C=1N=C2N(C=C(C=C2)F)C1CN1C(C(=CC=C1)C)=O (1-((2-(4-chlorophenyl)-6-fluoroimidazo[1,2-a]pyridin-3-yl)methyl)-3-methylpyridin-2(1H)-one). As a reaction SMILES: Cl.Cl[CH2:3][C:4]1[N:8]2[CH:9]=[C:10]([F:13])[CH:11]=[CH:12][C:7]2=[N:6][C:5]=1[C:14]1[CH:19]=[CH:18][C:17]([Cl:20])=[CH:16][CH:15]=1.[CH3:21][C:22]1[C:23](=[O:28])[NH:24][CH:25]=[CH:26][CH:27]=1.C(/C(O)=O)=C\C(O)=O.N.N>>[Cl:20][C:17]1[CH:18]=[CH:19][C:14]([C:5]2[N:6]=[C:7]3[CH:12]=[CH:11][C:10]([F:13])=[CH:9][N:8]3[C:4]=2[CH2:3][N:24]2[CH:25]=[CH:26][CH:27]=[C:22]([CH3:21])[C:23]2=[O:28])=[CH:15][CH:16]=1 |f:0.1,3.4.5|. Reported procedure: The title compound was prepared according to Method B and the experimentals described for compound 91 from 3-(chloromethyl)-2-(4-chlorophenyl)-6-fluoroimidazo[1,2-a]pyridine hydrochloride and 3-methylpyridin-2(1H)-one. 1H-NMR (CDCl3, 400 MHz, δ) 8.43 (dd, J=2.4, 4.1 Hz, 1H), 7.64 (d, J=8.5 Hz, 2H), 7.58 (dd, J=5.0, 9.6 Hz, 1H), 7.45 (d, J=8.6 Hz, 2H), 7.17 (m, 1 h), 7.13 (m, 1H), 6.65 (dd, J=1.4, 6.9 Hz, 1H), 5.93 (t, J=6.8 Hz, 1H), 5.63 (s, 2H), 2.16 (s, 3H) ppm; m/e368 (M+H)+